This data is from the Open Reaction Database (ORD), a public repository of structured organic reaction records. The task is: describe an organic reaction: reactants, conditions, products, and yield The reactants are C(C1=CC=CC=C1)(=O)N1CC(CCC1)C(=O)OCC (ethyl 1-benzoyl-3-piperidinecarboxylate), S1C(=CC=C1)CC(=O)Cl (thiopheneacetyl chloride), CC1CC(CNC1)C(=O)OCC (ethyl 5-methyl-3-piperidinecarboxylate), C(C)(C)N(CC)C(C)C (diisopropylethylamine). Yields the product S1C(=CC=C1)CC(=O)N1CC(CC(C1)C)C(=O)OCC (ethyl 1-(2-thiopheneacetyl)-5-methyl-3-piperidinecarboxylate). Yield: 74.0%. Reaction SMILES: C(N1CCCC(C(OCC)=O)C1)(=O)C1C=CC=CC=1.[CH3:20][CH:21]1[CH2:26][NH:25][CH2:24][CH:23]([C:27]([O:29][CH2:30][CH3:31])=[O:28])[CH2:22]1.C(N(C(C)C)CC)(C)C.[S:41]1[CH:45]=[CH:44][CH:43]=[C:42]1[CH2:46][C:47](Cl)=[O:48]>>[S:41]1[CH:45]=[CH:44][CH:43]=[C:42]1[CH2:46][C:47]([N:25]1[CH2:26][CH:21]([CH3:20])[CH2:22][CH:23]([C:27]([O:29][CH2:30][CH3:31])=[O:28])[CH2:24]1)=[O:48]. Procedure: This reaction was run in the same manner as ethyl 1-benzoyl-3-piperidinecarboxylate, starting with ethyl 5-methyl-3-piperidinecarboxylate (311 mg; 1.82 mmol), diisopropylethylamine (350 μl; 2.01 mmol), and thiopheneacetyl chloride (225 μl; 1.83 mmol). Crude product was purified by distillation at approximately 220° C./0.1 torr, giving ethyl 1-(2-thiopheneacetyl)-5-methyl-3-piperidinecarboxylate (398 mg) as a yellow oil. MS m/z (positive ion) 467 (25), 296 (MH+; 100). Starting materials: Lactone-formate, [H-].[Na+] (NaH), O1C(CCC1)=O (dihydrofuran-2(3H)-one), C(=O)OCC (ethyl formate). Run in CCOCC (Et2O), CCOCC (Et2O), CCCCCC (n-C6H14), CCOCC (Et2O). Run at time 1 hour. Product: O=C1OCCC1=C[O-].[Na+] (sodium (2-oxodihydrofuran-3(2H)-ylidene)methanolate). Isolated yield 102.9%. As a reaction SMILES: [H-].[Na+:2].[O:3]1[CH2:7][CH2:6][CH2:5][C:4]1=[O:8].[CH:9](OCC)=[O:10]>CCCCCC.CCOCC>[O:8]=[C:4]1[C:5](=[CH:9][O-:10])[CH2:6][CH2:7][O:3]1.[Na+:2] |f:0.1,6.7|. Procedure details: Three-neck, round-bottomed flask equipped with mechanical stirrer, addition funnel, and reflux condenser was placed in a hood behind a shield. The condenser was fitted with a drying tube which was connected to a mineral oil bubble chamber so hydrogen evolution could be monitored. After NaH (4.4 g of 60% oil dispersion, 0.11 mol) was washed with n-C6H14 (2×50 mL), filtered with brief suction drying, and transferred to the flask, sufficient Et2O was added to cover the resulting solid. A catalytic ... Starting materials: [H-].[Al+3].[Li+].[H-].[H-].[H-] (lithium aluminum hydride), COC1C(N(CCC2=C1C=CC=C2)C)=O (methoxy-3-methyl-1,3,4.5-tetrahydrobenzo[d]azepin-2-one), amide. Solvent: CCOCC.C1CCOC1 (ether THF), C1CCOC1 (THF). Conditions: time 3 hour. Yields the product COC1CN(CCC2=C1C=CC=C2)C (methoxy-3-methyl-2,3,4,5-tetrahydro-1H-benzo[d]azepine). Yield: 1028.5%. As a reaction SMILES: [CH3:1][O:2][CH:3]1[C:9]2[CH:10]=[CH:11][CH:12]=[CH:13][C:8]=2[CH2:7][CH2:6][N:5]([CH3:14])[C:4]1=O.[H-].[Al+3].[Li+].[H-].[H-].[H-]>C1COCC1.CCOCC.C1COCC1>[CH3:1][O:2][CH:3]1[C:9]2[CH:10]=[CH:11][CH:12]=[CH:13][C:8]=2[CH2:7][CH2:6][N:5]([CH3:14])[CH2:4]1 |f:1.2.3.4.5.6,8.9|. Procedure details: Dissolve methoxy-3-methyl-1,3,4.5-tetrahydrobenzo[d]azepin-2-one (375 g, 183 mmol, 1.0 eq) in THF (2.5 L) and add the solution via an addition funnel over 1 hour to slurry of lithium aluminum hydride (LAH) (175 g, 457 mmol, 2.5 eq) in ether/THF (4.5 L/2 L) in a 22 L reaction vessel under nitrogen while cooled in an ice/acetone bath. Add the starting amide at a rate to maintain the reaction temperature below 30° C. Stir the resulting mixture for 3 hours at room temperature under nitrogen. The rea...